This data is from the Open Reaction Database (ORD), a public repository of structured organic reaction records. The task is: describe an organic reaction: reactants, conditions, products, and yield The reactants are C(C)(=O)O.C(N)(=N)N1CC(CCC1)CNC(C[C@@H](C(N1CC(OCC1)COCC1=CC=CC=C1)=O)NS(=O)(=O)C1=CC2=CC=CC=C2C=C1)=O ((βS, 2RS)-N-[[(RS)-1-amidino-3-piperidinyl]methyl]-2-benzyloxymethyl-β2-naphthylsulfonamido-γ-oxo-4-morpholinebutyramide acetate), Cl (hydrochloric acid). The reagents and catalysts are [Pd] (Pd/C). The solvent is C(C)O (ethanol). Yields the product Cl.C(N)(=N)N1CC(CCC1)CNC(C[C@@H](C(N1CC(OCC1)CO)=O)NS(=O)(=O)C1=CC2=CC=CC=C2C=C1)=O ((βS,2RS)-N-[[(RS)-1-amidino-3-piperidinyl]methyl]-2-hydroxymethyl-β-2-naphthylsulfonamido-γ-oxo-4-morpholinebutyramide hydrochloride). RXN SMILES: C(O)(=O)C.[C:5]([N:8]1[CH2:13][CH2:12][CH2:11][CH:10]([CH2:14][NH:15][C:16](=[O:50])[CH2:17][C@H:18]([NH:36][S:37]([C:40]2[CH:49]=[CH:48][C:47]3[C:42](=[CH:43][CH:44]=[CH:45][CH:46]=3)[CH:41]=2)(=[O:39])=[O:38])[C:19](=[O:35])[N:20]2[CH2:25][CH2:24][O:23][CH:22]([CH2:26][O:27]CC3C=CC=CC=3)[CH2:21]2)[CH2:9]1)(=[NH:7])[NH2:6].[ClH:51]>C(O)C.[Pd]>[ClH:51].[C:5]([N:8]1[CH2:13][CH2:12][CH2:11][CH:10]([CH2:14][NH:15][C:16](=[O:50])[CH2:17][C@H:18]([NH:36][S:37]([C:40]2[CH:49]=[CH:48][C:47]3[C:42](=[CH:43][CH:44]=[CH:45][CH:46]=3)[CH:41]=2)(=[O:39])=[O:38])[C:19](=[O:35])[N:20]2[CH2:25][CH2:24][O:23][CH:22]([CH2:26][OH:27])[CH2:21]2)[CH2:9]1)(=[NH:6])[NH2:7] |f:0.1,5.6|. Reported procedure: A solution of the product from Example 54 in ethanol/IN hydrochloric acid is hydrogenated in the presence of 10% Pd/C for 30 hours under normal conditions. There is obtained (βS,2RS)-N-[[(RS)-1-amidino-3-piperidinyl]methyl]-2-hydroxymethyl-β-2-naphthylsulfonamido-γ-oxo-4-morpholinebutyramide hydrochloride, FAB-MS: 561 (M+H)+. Starting materials: CO (methanol), ClC1=NC(=NC(=C1OC)Cl)C1=CC=CC=C1 (4,6-dichloro-5-methoxy-2-phenylpyrimidine), B(Cl)(Cl)Cl (boron trichloride). Solvent: C(Cl)Cl (methylene chloride), ice water, C(Cl)Cl (methylene chloride). The product is ClC1=NC(=NC(=C1O)Cl)C1=CC=CC=C1 (4,6-Dichloro-5-hydroxy-2-phenylpyrimidine). RXN SMILES: [Cl:1][C:2]1[C:7]([O:8]C)=[C:6]([Cl:10])[N:5]=[C:4]([C:11]2[CH:16]=[CH:15][CH:14]=[CH:13][CH:12]=2)[N:3]=1.B(Cl)(Cl)Cl.CO>C(Cl)Cl>[Cl:10][C:6]1[C:7]([OH:8])=[C:2]([Cl:1])[N:3]=[C:4]([C:11]2[CH:16]=[CH:15][CH:14]=[CH:13][CH:12]=2)[N:5]=1. Procedure: 15.3 g of 4,6-dichloro-5-methoxy-2-phenylpyrimidine and 30 ml of 25% boron trichloride solution in methylene chloride are heated at 40° C. in a bomb tube for 15 hours. The reaction mixture is subsequently added dropwise to a mixture of methanol and methylene chloride (1:1), and then diluted with ice-water. The organic phase is separated, and the aqueous phase is extracted with methylene chloride. The combined organic phases are concentrated by evaporation and chromatographed on silica gel to thu... Reactants: C(C=CC)N1C(=C(C=2C1=C(N=NC2)Cl)C)C (1-(2-butenyl)-7-chloro-2,3-dimethylpyrrolo[2,3-d]pyridazine), ClC1=C(CO)C(=CC=C1)Cl (2,6-dichlorobenzyl alcohol). The product is C(C=CC)N1C(=C(C=2C1=C(N=NC2)OCC2=C(C=CC=C2Cl)Cl)C)C (1-(2-Butenyl)-7-(2,6-dichlorobenzyloxy)-2,3-dimethylpyrrolo[2,3-d]pyridazine). Isolated yield 83.5%. RXN SMILES: [CH2:1]([N:5]1[C:9]2=[C:10](Cl)[N:11]=[N:12][CH:13]=[C:8]2[C:7]([CH3:15])=[C:6]1[CH3:16])[CH:2]=[CH:3][CH3:4].[Cl:17][C:18]1[CH:25]=[CH:24][CH:23]=[C:22]([Cl:26])[C:19]=1[CH2:20][OH:21]>>[CH2:1]([N:5]1[C:9]2=[C:10]([O:21][CH2:20][C:19]3[C:18]([Cl:17])=[CH:25][CH:24]=[CH:23][C:22]=3[Cl:26])[N:11]=[N:12][CH:13]=[C:8]2[C:7]([CH3:15])=[C:6]1[CH3:16])[CH:2]=[CH:3][CH3:4]. Reported procedure: The title compound (cis/trans=21:79) was prepared as a pale yellow powder in 83.5% yield in a similar procedure to that described in Example 1 by using 1-(2-butenyl)-7-chloro-2,3-dimethylpyrrolo[2,3-d]pyridazine (cis/trans=24/76) and 2,6-dichlorobenzyl alcohol. Starting materials: BrC1=CC=C(S1)S(=O)(=O)NC1=CC(=CC=C1)C1=NN=NN1 (5-bromo-N-[3-(1H-tetrazol-5-yl)phenyl]thiophene-2-sulfonamide), BrC1=CC=C(S1)S(=O)(=O)NC1=CC(=CC=C1)C1=NN=NN1 (5-bromo-N-[3-(1H-tetrazol-5-yl)phenyl]thiophene-2-sulfonamide), ClC=1C=C(C=CC1)B(O)O (3-chlorophenylboronic acid). Product: ClC=1C=C(C=CC1)C1=CC=C(S1)S(=O)(=O)NC1=CC(=CC=C1)C1=NN=NN1 (5-(3-Chlorophenyl)-N-[3-(1H-tetrazol-5-yl)phenyl]thiophene-2-sulfonamide). The yield is 26.0%. As a reaction SMILES: Br[C:2]1[S:6][C:5]([S:7]([NH:10][C:11]2[CH:16]=[CH:15][CH:14]=[C:13]([C:17]3[NH:21][N:20]=[N:19][N:18]=3)[CH:12]=2)(=[O:9])=[O:8])=[CH:4][CH:3]=1.[Cl:22][C:23]1[CH:24]=[C:25](B(O)O)[CH:26]=[CH:27][CH:28]=1>>[Cl:22][C:23]1[CH:28]=[C:27]([C:2]2[S:6][C:5]([S:7]([NH:10][C:11]3[CH:16]=[CH:15][CH:14]=[C:13]([C:17]4[NH:21][N:20]=[N:19][N:18]=4)[CH:12]=3)(=[O:9])=[O:8])=[CH:4][CH:3]=2)[CH:26]=[CH:25][CH:24]=1. Reported procedure: The product was prepared according to General Procedure 3, described in Example 22, using 5-bromo-N-[3-(1H-tetrazol-5-yl)phenyl]thiophene-2-sulfonamide (Intermediate 17) (19 mg, 0.055 mmol) and 3-chlorophenylboronic acid (9 mg, 0.06 mmol). The title compound was obtained in 26% yield (5.4 mg). MS (ESI+) calcd mass for C17H12ClN5O2S2 417.012094, found 417.012844.